This data is from the Open Reaction Database (ORD), a public repository of structured organic reaction records. The task is: describe an organic reaction: reactants, conditions, products, and yield Reactants: [H-].[Na+] (sodium hydride), [Cl-].[NH4+] (ammonium chloride), ClCC1=CC=C(C=C1)OC (1-(Chloromethyl)-4-methoxybenzene), IC1=C2C(=NC=C1)C=NN2 (7-Iodo-1H-pyrazolo[4,3-b]pyridine), ice water. The solvent is CN(C)C=O (DMF). Reaction conditions: temperature 0 celsius, time 10 minute. The product is hexanes ethyl acetate, IC1=C2C(=NC=C1)C=NN2CC2=CC=C(C=C2)OC (7-iodo-1-(4-methoxybenzyl)-1H-pyrazolo[4,3-b]pyridine), IC=1C=2C(N=CC1)=CN(N2)CC2=CC=C(C=C2)OC (7-iodo-2-(4-methoxybenzyl)-2H-pyrazolo[4,3-b]pyridine). The yield is 0.0%. As a reaction SMILES: [I:1][C:2]1[CH:7]=[CH:6][N:5]=[C:4]2[CH:8]=[N:9][NH:10][C:3]=12.[H-].[Na+].Cl[CH2:14][C:15]1[CH:20]=[CH:19][C:18]([O:21][CH3:22])=[CH:17][CH:16]=1.[Cl-].[NH4+]>CN(C=O)C>[I:1][C:2]1[CH:7]=[CH:6][N:5]=[C:4]2[CH:8]=[N:9][N:10]([CH2:14][C:15]3[CH:20]=[CH:19][C:18]([O:21][CH3:22])=[CH:17][CH:16]=3)[C:3]=12.[I:1][C:2]1[C:3]2[C:4](=[CH:8][N:9]([CH2:14][C:15]3[CH:20]=[CH:19][C:18]([O:21][CH3:22])=[CH:17][CH:16]=3)[N:10]=2)[N:5]=[CH:6][CH:7]=1 |f:1.2,4.5|. Procedure details: 7-Iodo-1H-pyrazolo[4,3-b]pyridine (0.77 g, 3.14 mmol) and sodium hydride (0.151 g, 3.77 mmol) were combined in DMF (31.4 ml) and stirred for 10 minutes and cooled to 0° C. 1-(Chloromethyl)-4-methoxybenzene (0.449 ml, 3.30 mmol) was added and the reaction was allowed to stir at room temperature for 1 hour. The reaction mixture was poured into ice water (200 mL) containing saturated ammonium chloride (50 mL) and extracted with ethyl acetate (2×50 mL). The organics were separated and dried over sod... The reactants are O1C(CCCC1)OC(CC1=CC(=NO1)C(=O)O)C (5-(2-(tetrahydro-2H-pyran-2-yloxy)propyl)isoxazole-3-carboxylic acid), N[C@H](CN1N=C(C=C1)C1=CC(=C(C#N)C=C1)Cl)C ((S)-4-(1-(2-aminopropyl)-1H-pyrazol-3-yl)-2-chlorobenzonitrile). Yields the product ClC=1C=C(C=CC1C#N)C1=NN(C=C1)C[C@H](C)NC(=O)C1=NOC(=C1)CC(C)OC1OCCCC1 (N—((S)-1-(3-(3-chloro-4-cyanophenyl)-1H-pyrazol-1-yl)propan-2-yl)-5-(2-((tetrahydro-2H-pyran-2-yl)oxy)propyl)isoxazole-3-carboxamide). RXN SMILES: [O:1]1[CH2:6][CH2:5][CH2:4][CH2:3][CH:2]1[O:7][CH:8]([CH3:18])[CH2:9][C:10]1[O:14][N:13]=[C:12]([C:15]([OH:17])=O)[CH:11]=1.[NH2:19][C@@H:20]([CH3:36])[CH2:21][N:22]1[CH:26]=[CH:25][C:24]([C:27]2[CH:34]=[CH:33][C:30]([C:31]#[N:32])=[C:29]([Cl:35])[CH:28]=2)=[N:23]1>>[Cl:35][C:29]1[CH:28]=[C:27]([C:24]2[CH:25]=[CH:26][N:22]([CH2:21][C@@H:20]([NH:19][C:15]([C:12]3[CH:11]=[C:10]([CH2:9][CH:8]([O:7][CH:2]4[CH2:3][CH2:4][CH2:5][CH2:6][O:1]4)[CH3:18])[O:14][N:13]=3)=[O:17])[CH3:36])[N:23]=2)[CH:34]=[CH:33][C:30]=1[C:31]#[N:32]. Procedure: The title compound was prepared using the method of Example 34(d) starting from 5-(2-(tetrahydro-2H-pyran-2-yloxy)propyl)isoxazole-3-carboxylic acid (0.392 g, 1.534 mmol) and (S)-4-(1-(2-aminopropyl)-1H-pyrazol-3-yl)-2-chlorobenzonitrile (0.2 g, 0.767 mmol). The product was purified by reverse phase flash chromatography. LC-MS: [M+1]=498.97. The reactants are CCOc1nc(F)cc2nc(S(=O)(=O)Cl)nn12, COC(=O)c1cccc(Cl)c1N, ClCCl, c1ccncc1. Product: CCOc1nc(F)cc2nc(S(=O)(=O)Nc3c(Cl)cccc3C(=O)OC)nn12. Reaction SMILES: [Cl:19][S:20](=[O:21])(=[O:22])[c:23]1[n:24][n:25]2[c:26]([O:33][CH2:34][CH3:35])[n:27][c:28]([F:32])[cH:29][c:30]2[n:31]1.[Cl:1][c:2]1[c:3]([NH2:12])[c:4]([C:5](=[O:6])[O:7][CH3:8])[cH:9][cH:10][cH:11]1.[Cl:36][CH2:37][Cl:38].[cH:13]1[cH:14][cH:15][n:16][cH:17][cH:18]1>>[Cl:1][c:2]1[c:3]([NH:12][S:20](=[O:21])(=[O:22])[c:23]2[n:24][n:25]3[c:26]([O:33][CH2:34][CH3:35])[n:27][c:28]([F:32])[cH:29][c:30]3[n:31]2)[c:4]([C:5](=[O:6])[O:7][CH3:8])[cH:9][cH:10][cH:11]1. The reactants are N#Cc1cccc(CO)c1, Clc1cncc(N2CCNCC2)n1. The product is N#Cc1cccc(COc2cncc(N3CCNCC3)n2)c1. RXN SMILES: [C:14](#[N:15])[c:16]1[cH:17][c:18]([CH2:19][OH:20])[cH:21][cH:22][cH:23]1.[Cl:1][c:2]1[n:3][c:4]([N:8]2[CH2:9][CH2:10][NH:11][CH2:12][CH2:13]2)[cH:5][n:6][cH:7]1>>[c:2]1([O:20][CH2:19][c:18]2[cH:17][c:16]([C:14]#[N:15])[cH:23][cH:22][cH:21]2)[n:3][c:4]([N:8]2[CH2:9][CH2:10][NH:11][CH2:12][CH2:13]2)[cH:5][n:6][cH:7]1.